Dataset: the Open Reaction Database (ORD), a public repository of structured organic reaction records. Task: describe an organic reaction: reactants, conditions, products, and yield Starting materials: O=C1NC=2C=CC=CC2C=2C1=NN(C2CC(=O)OCC)C2=CC=CC=C2 (Ethyl (4-oxo-2-phenyl-4,5-dihydro-2H-pyrazolo[3,4-c]quinolin-1-yl)acetate), Cl (hydrochloric acid). Solvent: C(C)O (ethanol), [OH-].[Na+] (sodium hydroxide). Conditions: time 8 hour. Product: O=C1NC=2C=CC=CC2C=2C1=NN(C2CC(=O)O)C2=CC=CC=C2 ((4-oxo-2-phenyl-4,5-dihydro-2H-pyrazolo[3,4-c]quinolin-1-yl)acetic acid). As a reaction SMILES: [O:1]=[C:2]1[C:11]2=[N:12][N:13]([C:21]3[CH:26]=[CH:25][CH:24]=[CH:23][CH:22]=3)[C:14]([CH2:15][C:16]([O:18]CC)=[O:17])=[C:10]2[C:9]2[CH:8]=[CH:7][CH:6]=[CH:5][C:4]=2[NH:3]1.Cl>C(O)C.[OH-].[Na+]>[O:1]=[C:2]1[C:11]2=[N:12][N:13]([C:21]3[CH:22]=[CH:23][CH:24]=[CH:25][CH:26]=3)[C:14]([CH2:15][C:16]([OH:18])=[O:17])=[C:10]2[C:9]2[CH:8]=[CH:7][CH:6]=[CH:5][C:4]=2[NH:3]1 |f:3.4|. Procedure: Ethyl (4-oxo-2-phenyl-4,5-dihydro-2H-pyrazolo[3,4-c]quinolin-1-yl)acetate (3.0 g, 8.64 mmol) was dissolved in 35 mL of ethanol and 2.9 mL of 6 N aqueous sodium hydroxide. The mixture was allowed to stir at ambient temperature overnight, and the pH was adjusted to 6 with 3 N aqueous hydrochloric acid. The mixture was filtered and dried to afford (4-oxo-2-phenyl-4,5-dihydro-2H-pyrazolo[3,4-c]quinolin-1-yl)acetic acid as a pale yellow solid, mp decomposed at 350° C. MS (ESI) m/z 320 (M+H)+; Anal. c...